describe an organic reaction: reactants, conditions, products, and yield From a dataset of the Open Reaction Database (ORD), a public repository of structured organic reaction records. Reactants: Cl (hydrochloric acid), O.[OH-].[Li+] (Lithium hydroxide monohydrate), O1C(=CC=C1)C=1OC(=C(N1)COC1=CC=C(CO\N=C(/CCCCC(=O)OCC)\C2=CC=CC=C2)C=C1)C (ethyl E-6-[4-[2-(2-furyl)-5-methyl-4-oxazolylmethoxy]benzyloxyimino]-6-phenylhexanoate), O (water). Solvent: O1CCCC1 (tetrahydrofuran), C(C)O (ethanol). Reaction conditions: time 4 hour. Yields the product O1C(=CC=C1)C=1OC(=C(N1)COC1=CC=C(CO\N=C(/CCCCC(=O)O)\C2=CC=CC=C2)C=C1)C (E-6-[4-[2-(2-furyl)-5-methyl-4-oxazolylmethoxy]benzyloxyimino]-6-phenylhexanoic acid). Yield: 98.6%. Reaction SMILES: O.[OH-].[Li+].[O:4]1[CH:8]=[CH:7][CH:6]=[C:5]1[C:9]1[O:10][C:11]([CH3:41])=[C:12]([CH2:14][O:15][C:16]2[CH:40]=[CH:39][C:19]([CH2:20][O:21]/[N:22]=[C:23](/[C:33]3[CH:38]=[CH:37][CH:36]=[CH:35][CH:34]=3)\[CH2:24][CH2:25][CH2:26][CH2:27][C:28]([O:30]CC)=[O:29])=[CH:18][CH:17]=2)[N:13]=1.O.Cl>O1CCCC1.C(O)C>[O:4]1[CH:8]=[CH:7][CH:6]=[C:5]1[C:9]1[O:10][C:11]([CH3:41])=[C:12]([CH2:14][O:15][C:16]2[CH:17]=[CH:18][C:19]([CH2:20][O:21]/[N:22]=[C:23](/[C:33]3[CH:38]=[CH:37][CH:36]=[CH:35][CH:34]=3)\[CH2:24][CH2:25][CH2:26][CH2:27][C:28]([OH:30])=[O:29])=[CH:39][CH:40]=2)[N:13]=1 |f:0.1.2|. Procedure details: Lithium hydroxide monohydrate (163 mg) was added to a solution of ethyl E-6-[4-[2-(2-furyl)-5-methyl-4-oxazolylmethoxy]benzyloxyimino]-6-phenylhexanoate (670 mg) in tetrahydrofuran (6 ml)-water (4 ml)-ethanol (4 ml) and stirred at room temperature for 4 hours. 1N hydrochloric acid (3.9 ml) was added to the reaction mixture and extracted with ethyl acetate. The ethyl acetate layer was washed with an aqueous saturated solution of sodium chloride, dried (MgSO4) and concentrated. The residue was rec... As a reaction SMILES: [CH3:1][C:2]1[CH:3]=[C:4]([OH:11])[C:5](=[CH:9][CH:10]=1)[C:6]([OH:8])=[O:7].C(OC(C(F)(F)F)=O)(C(F)(F)F)=O.[CH3:25][C:26]([CH3:28])=O>C(O)(C(F)(F)F)=O>[CH3:25][C:26]1([CH3:28])[O:11][C:4]2[CH:3]=[C:2]([CH3:1])[CH:10]=[CH:9][C:5]=2[C:6](=[O:8])[O:7]1. Isolated yield 27.0%. Run at temperature 65 celsius, time 15 hour. Reported procedure: To a stirred suspension of 4-methylsalicylic acid (50 g, Aldrich) in TFA (320 mL) under nitrogen was added TFAA (105 mL) followed by dry acetone (60 mL). The reaction mixture was heated to 65° C. for 5 hours. At this time was added another portion of acetone (50 mL) and heating was continued for 15 hours. The solvent was removed under reduced pressure and the residue was taken up with Et2O (250 mL). The organic layer was washed with a 10% aqueous solution of NaHCO3 (2×100 mL), brine and dried ov... Product: CC1(OC(C2=C(O1)C=C(C=C2)C)=O)C (2,2,7-trimethyl-4H-1,3-benzodioxin-4-one). The reactants are CC(=O)C (acetone), CC=1C=C(C(C(=O)O)=CC1)O (4-methylsalicylic acid), CC(=O)C (acetone), C(=O)(C(F)(F)F)OC(=O)C(F)(F)F (TFAA). Solvent: C(=O)(C(F)(F)F)O (TFA). The reactants are solution, C(C(=O)O)(=O)O (oxalic acid), S1C2=C(C=C1)C=C(C=C2)CCOCCCN(CC)CC (N-[3-(2-benzo[b]thiophen-5-ylethoxy)propyl]-N,N-diethylamine). The solvent is C(C)(=O)OCC (ethyl acetate), C(C)(=O)OCC (ethyl acetate). Run at time 2 hour. Product: C(C(=O)O)(=O)O.S1C2=C(C=C1)C=C(C=C2)CCOCCCN(CC)CC (N-[3-(2-benzo[b]thiophen-5-ylethoxy)propyl]-N,N-diethylamine oxalate). The yield is 78.1%. As a reaction SMILES: [S:1]1[CH:5]=[CH:4][C:3]2[CH:6]=[C:7]([CH2:10][CH2:11][O:12][CH2:13][CH2:14][CH2:15][N:16]([CH2:19][CH3:20])[CH2:17][CH3:18])[CH:8]=[CH:9][C:2]1=2.[C:21]([OH:26])(=[O:25])[C:22]([OH:24])=[O:23]>C(OCC)(=O)C>[C:21]([OH:26])(=[O:25])[C:22]([OH:24])=[O:23].[S:1]1[CH:5]=[CH:4][C:3]2[CH:6]=[C:7]([CH2:10][CH2:11][O:12][CH2:13][CH2:14][CH2:15][N:16]([CH2:17][CH3:18])[CH2:19][CH3:20])[CH:8]=[CH:9][C:2]1=2 |f:3.4|. Procedure details: In 2 mL of ethyl acetate is dissolved 0.46 g of N-[3-(2-benzo[b]thiophen-5-ylethoxy)propyl]-N,N-diethylamine, to which is added 2.5 mL of a solution of 0.15 g of oxalic acid in ethyl acetate. The resulting mixture is stirred at ambient temperature for 2 hours. The deposited crystal is collected by filtration, washed with ethyl acetate and dried to obtain 0.47 g of N-[3-(2-benzo[b]thiophen-5-ylethoxy)propyl]-N,N-diethylamine oxalate. The reactants are CSC1=NC=C(C(=N1)C1=CC=C(C=C1)Cl)C1=C(C=C(C=C1)Cl)Cl (2-Methylthio-4-(4-chlorophenyl)-5-(2,4-dichlorophenyl)pyrimidine), ClC=1C=C(CO)C=CC1 (3-chlorobenzyl alcohol). Yields the product ClC=1C=C(COC2=NC=C(C(=N2)C2=CC=C(C=C2)Cl)C2=C(C=C(C=C2)Cl)Cl)C=CC1 (2-(3-chlorobenzyloxy)-4-(4-chlorophenyl)-5-(2,4-dichlorophenyl)pyrimidine). Reaction SMILES: CS[C:3]1[N:8]=[C:7]([C:9]2[CH:14]=[CH:13][C:12]([Cl:15])=[CH:11][CH:10]=2)[C:6]([C:16]2[CH:21]=[CH:20][C:19]([Cl:22])=[CH:18][C:17]=2[Cl:23])=[CH:5][N:4]=1.[Cl:24][C:25]1[CH:26]=[C:27]([CH:30]=[CH:31][CH:32]=1)[CH2:28][OH:29]>>[Cl:24][C:25]1[CH:26]=[C:27]([CH:30]=[CH:31][CH:32]=1)[CH2:28][O:29][C:3]1[N:8]=[C:7]([C:9]2[CH:14]=[CH:13][C:12]([Cl:15])=[CH:11][CH:10]=2)[C:6]([C:16]2[CH:21]=[CH:20][C:19]([Cl:22])=[CH:18][C:17]=2[Cl:23])=[CH:5][N:4]=1. Procedure details: 2-Methylthio-4-(4-chlorophenyl)-5-(2,4-dichlorophenyl)pyrimidine from Reference Example 3 was reacted with 3-chlorobenzyl alcohol according to the procedure described in Example 59 to afford 2-(3-chlorobenzyloxy)-4-(4-chlorophenyl)-5-(2,4-dichlorophenyl)pyrimidine (HRf): HPLC/MS: m/e=475 (M++1); Rt=4.92 min; 1H-NMR 400 MHz (CDCl3): δ 5.58 (s, 2H), 7.15 (d, J=9 Hz, 1H), 7.25-7.38 (m, 7H), 7.40-7.50 (m, 2H), 7.58 (s, 1H), 8.48 (s, 1H).